This data is from the Open Reaction Database (ORD), a public repository of structured organic reaction records. The task is: describe an organic reaction: reactants, conditions, products, and yield The reactants are Brc1ccc(C(Br)Br)nc1, C1COCCN1. Product: O=Cc1ccc(Br)cn1. RXN SMILES: [Br:1][c:2]1[cH:3][cH:4][c:5]([CH:8]([Br:9])[Br:10])[n:6][cH:7]1.[CH2:11]1[NH:12][CH2:14][CH2:15][O:13][CH2:16]1>>[Br:1][c:2]1[cH:3][cH:4][c:5]([CH:8]=[O:13])[n:6][cH:7]1. The reactants are [OH-].[Na+] (sodium hydroxide), O (water), C(C)(=O)OCC (ethyl acetate), O1CCOC=2C=NC(=CC21)CN(C(OC(C)(C)C)=O)C2CCN(CC2)CCN2C(C=CC1=NC=C(C=C21)F)=O (tert-butyl (2,3-dihydro(1,4)dioxino(2,3-c)pyridin-7-ylmethyl)(1-(2-(7-fluoro-2-oxo-1,5-naphthyridin-1(2H)-yl)ethyl)piperidin-4-yl)carbamate). Solvent: FC(C(=O)O)(F)F (trifluoroacetic acid). Yields the product O1CCOC=2C=NC(=CC21)CNC2CCN(CC2)CCN2C(C=CC1=NC=C(C=C21)F)=O (1-(2-(4-((2,3-dihydro(1,4)dioxino(2,3-c)pyridin-7-ylmethyl)amino)piperidin-1-yl)ethyl)-7-fluoro-1,5-naphthyridin-2(1H)-one). The yield is 24.8%. Reaction SMILES: [O:1]1[C:10]2[CH:9]=[C:8]([CH2:11][N:12]([CH:20]3[CH2:25][CH2:24][N:23]([CH2:26][CH2:27][N:28]4[C:37]5[C:32](=[N:33][CH:34]=[C:35]([F:38])[CH:36]=5)[CH:31]=[CH:30][C:29]4=[O:39])[CH2:22][CH2:21]3)C(=O)OC(C)(C)C)[N:7]=[CH:6][C:5]=2[O:4][CH2:3][CH2:2]1.O.C(OCC)(=O)C.[OH-].[Na+]>FC(F)(F)C(O)=O>[O:1]1[C:10]2[CH:9]=[C:8]([CH2:11][NH:12][CH:20]3[CH2:25][CH2:24][N:23]([CH2:26][CH2:27][N:28]4[C:37]5[C:32](=[N:33][CH:34]=[C:35]([F:38])[CH:36]=5)[CH:31]=[CH:30][C:29]4=[O:39])[CH2:22][CH2:21]3)[N:7]=[CH:6][C:5]=2[O:4][CH2:3][CH2:2]1 |f:3.4|. Procedure: A solution of 3.03 g of tert-butyl (2,3-dihydro(1,4)dioxino(2,3-c)pyridin-7-ylmethyl)(1-(2-(7-fluoro-2-oxo-1,5-naphthyridin-1(2H)-yl)ethyl)piperidin-4-yl)carbamate in 45 mL of trifluoroacetic acid was stirred for 1 hour and 30 minutes at room temperature. The reaction mixture was cooled with ice, added with 30 mL of water and 30 mL of ethyl acetate, and adjusted to pH 10 with a 2 mol/L sodium hydroxide aqueous solution. The organic layer was separated and the aqueous layer was extracted 7 times ... The reactants are S1C(=NC=C1)NC(C)=O (N-(2-thiazolyl)-acetamide), C(CCC)[Li] (n-butyllithium), ClC(C(C)C)C1=NC2=C(C(O1)=O)C=CC=C2C(F)(F)F (2-(1-chloro-2-methylpropyl)-8-(trifluoromethyl)-4H-3,1-benzoxazin-4-one). The solvent is CCCCCC (hexane), O1CCCC1 (tetrahydrofuran), O1CCCC1 (tetrahydrofuran). Yields the product ClC(C(=O)NC1=C(C=CC=C1C(F)(F)F)C(CC(=O)NC=1SC=CN1)=O)C(C)C (2-[(2-chloro-1-oxo-3-methylbutyl)-amino]-β-oxo-N-(2-thiazolyl)-3-(trifluoromethyl)-benzene propanamide). The yield is 82.6%. As a reaction SMILES: [S:1]1[CH:5]=[CH:4][N:3]=[C:2]1[NH:6][C:7](=[O:9])[CH3:8].C([Li])CCC.[Cl:15][CH:16]([C:20]1[O:25][C:24](=[O:26])[C:23]2[CH:27]=[CH:28][CH:29]=[C:30]([C:31]([F:34])([F:33])[F:32])[C:22]=2[N:21]=1)[CH:17]([CH3:19])[CH3:18]>CCCCCC.O1CCCC1>[Cl:15][CH:16]([CH:17]([CH3:19])[CH3:18])[C:20]([NH:21][C:22]1[C:30]([C:31]([F:32])([F:33])[F:34])=[CH:29][CH:28]=[CH:27][C:23]=1[C:24](=[O:26])[CH2:8][C:7]([NH:6][C:2]1[S:1][CH:5]=[CH:4][N:3]=1)=[O:9])=[O:25]. Procedure: 10.6 g of N-(2-thiazolyl)-acetamide, 325 ml of tetrahydrofuran and 106 ml of n-butyllithium in hexane titrating 1.4M and 11.4 g of 2-(1-chloro-2-methylpropyl)-8-(trifluoromethyl)-4H-3,1-benzoxazin-4-one of Step A in solution in 80 ml of tetrahydrofuran were reacted by the procedure of Step A of Example 6 of Belgian Pat. No. 896,941 to obtain 13.8 g of 2-[(2-chloro-1-oxo-3-methylbutyl)-amino]-β-oxo-N-(2-thiazolyl)-3-(trifluoromethyl)-benzene propanamide melting at 186° C. Product: N#Cc1ccc(Cn2cncc2COC(=O)CCc2cccc(O)c2)cc1F. The reactants are N#Cc1ccc(Cn2cncc2CO)cc1F, C1CCOC1, O=C(O)CCc1cccc(O)c1, c1ccc(P(c2ccccc2)c2ccccc2)cc1. As a reaction SMILES: [C:1](#[N:2])[c:3]1[c:4]([F:17])[cH:5][c:6]([CH2:7][n:8]2[cH:9][n:10][cH:11][c:12]2[CH2:13][OH:14])[cH:15][cH:16]1.[CH2:49]1[O:50][CH2:51][CH2:52][CH2:53]1.[OH:37][c:38]1[cH:39][c:40]([CH2:44][CH2:45][C:46](=[O:47])[OH:48])[cH:41][cH:42][cH:43]1.[c:18]1([P:19]([c:20]2[cH:21][cH:22][cH:23][cH:24][cH:25]2)[c:26]2[cH:27][cH:28][cH:29][cH:30][cH:31]2)[cH:32][cH:33][cH:34][cH:35][cH:36]1>>[C:1](#[N:2])[c:3]1[c:4]([F:17])[cH:5][c:6]([CH2:7][n:8]2[cH:9][n:10][cH:11][c:12]2[CH2:13][O:14][C:46]([CH2:45][CH2:44][c:40]2[cH:39][c:38]([OH:37])[cH:43][cH:42][cH:41]2)=[O:47])[cH:15][cH:16]1. Reactants: CCOC(=O)C1CCN(Cc2ccccc2)CC1=O, CO, Cl, [OH-], [OH-], [Pd+2]. The product is CCOC(=O)C1CCNCC1=O. Reaction SMILES: [CH2:2]([c:3]1[cH:4][cH:5][cH:6][cH:7][cH:8]1)[N:9]1[CH2:10][C:11](=[O:20])[CH:12]([C:15](=[O:16])[O:17][CH2:18][CH3:19])[CH2:13][CH2:14]1.[CH3:24][OH:25].[ClH:1].[OH-:21].[OH-:23].[Pd+2:22]>>[NH:9]1[CH2:10][C:11](=[O:20])[CH:12]([C:15](=[O:16])[O:17][CH2:18][CH3:19])[CH2:13][CH2:14]1. Starting materials: C1CCOC1, OCCCNc1nc(Cl)ncc1Cl, O=C(N=NC(=O)N1CCCCC1)N1CCCCC1, CCOC(=O)CC1CCc2cc(O)ccc21, c1ccc(P(c2ccccc2)c2ccccc2)cc1. Product: CCOC(=O)CC1CCc2cc(OCCCNc3nc(Cl)ncc3Cl)ccc21. RXN SMILES: [CH2:67]1[O:68][CH2:69][CH2:70][CH2:71]1.[Cl:1][c:2]1[n:3][cH:4][c:5]([Cl:13])[c:6]([NH:8][CH2:9][CH2:10][CH2:11][OH:12])[n:7]1.[N:49]([C:50]([N:51]1[CH2:52][CH2:53][CH2:54][CH2:55][CH2:56]1)=[O:57])=[N:58][C:59]([N:60]1[CH2:61][CH2:62][CH2:63][CH2:64][CH2:65]1)=[O:66].[OH:14][c:15]1[cH:16][c:17]2[c:21]([cH:22][cH:23]1)[CH:20]([CH2:24][C:25](=[O:26])[O:27][CH2:28][CH3:29])[CH2:19][CH2:18]2.[c:30]1([P:31]([c:32]2[cH:33][cH:34][cH:35][cH:36][cH:37]2)[c:38]2[cH:39][cH:40][cH:41][cH:42][cH:43]2)[cH:44][cH:45][cH:46][cH:47][cH:48]1>>[Cl:1][c:2]1[n:3][cH:4][c:5]([Cl:13])[c:6]([NH:8][CH2:9][CH2:10][CH2:11][O:12][c:15]2[cH:16][c:17]3[c:21]([cH:22][cH:23]2)[CH:20]([CH2:24][C:25](=[O:26])[O:27][CH2:28][CH3:29])[CH2:19][CH2:18]3)[n:7]1. The reactants are BrC1=CC(=C(N)C(=C1)C)C (4-bromo-2,6-dimethylaniline), [OH-].[Na+] (sodium hydroxide), C(=O)[O-].[Na+] (sodium formate). Reagents/catalysts: CCCCCCCCCCCCCCCC[N+](C)(C)C.[Br-] (CTAB), [Pd] (palladium on charcoal). Run in O (water). Product: CC=1C=C(C=C(C1N)C)C1=CC(=C(C(=C1)C)N)C (3,3′,5,5′-tetramethylbiphenyl-4,4′-diamine). Reaction SMILES: Br[C:2]1[CH:8]=[C:7]([CH3:9])[C:5]([NH2:6])=[C:4]([CH3:10])[CH:3]=1.[OH-].[Na+].C([O-])=O.[Na+]>CCCCCCCCCCCCCCCC[N+](C)(C)C.[Br-].[Pd].O>[CH3:10][C:4]1[CH:3]=[C:2]([C:2]2[CH:8]=[C:7]([CH3:9])[C:5]([NH2:6])=[C:4]([CH3:10])[CH:3]=2)[CH:8]=[C:7]([CH3:9])[C:5]=1[NH2:6] |f:1.2,3.4,5.6|. Procedure: Compound 1a was prepared using the procedure described in P. Bamfield and P. M. Quan, Synthesis, 1978, 537 using 4-bromo-2,6-dimethylaniline (10.00 g, 50 mmol), CTAB (2.00 g, 5.5 mmol, 0.11 eq.), 5% palladium on charcoal (0.80 g, 50% paste), sodium hydroxide (21.1 ml, 8.0M, 0.169 mol) and sodium formate (2×3.40 g, 100 mmol, 2 eq.) in water (30 ml).